From a dataset of the Open Reaction Database (ORD), a public repository of structured organic reaction records. describe an organic reaction: reactants, conditions, products, and yield Starting materials: [Al+3], C1CCOC1, COC(=O)c1cccc(OC)c1C, [H-], [H-], [H-], [H-], [Li+]. The product is COc1cccc(CO)c1C. RXN SMILES: [Al+3:2].[CH2:20]1[O:21][CH2:22][CH2:23][CH2:24]1.[CH3:7][O:8][c:9]1[c:10]([CH3:19])[c:11]([C:12](=[O:13])[O:14][CH3:15])[cH:16][cH:17][cH:18]1.[H-:1].[H-:4].[H-:5].[H-:6].[Li+:3]>>[CH3:7][O:8][c:9]1[c:10]([CH3:19])[c:11]([CH2:12][OH:13])[cH:16][cH:17][cH:18]1. The reactants are [Li]CCCC, C1CCOC1, CN(C=O)c1ccccc1, CNC(=O)c1ccc(Cl)cc1, Cl, O. The product is CNC(=O)c1ccc(Cl)cc1C=O. As a reaction SMILES: [CH2:12]([Li:13])[CH2:14][CH2:15][CH3:16].[CH2:28]1[O:29][CH2:30][CH2:31][CH2:32]1.[CH3:17][N:18]([c:19]1[cH:20][cH:21][cH:22][cH:23][cH:24]1)[CH:25]=[O:26].[Cl:1][c:2]1[cH:3][cH:4][c:5]([C:6](=[O:7])[NH:8][CH3:9])[cH:10][cH:11]1.[ClH:27].[OH2:33]>>[Cl:1][c:2]1[cH:3][c:4]([CH:25]=[O:26])[c:5]([C:6](=[O:7])[NH:8][CH3:9])[cH:10][cH:11]1. Reactants: C(C)(=O)C1=CC=C(C=C1)OCCC(=O)O (3-(4-Acetylphenyloxy)propionic acid), CCN=C=NCCCN(C)C.Cl (EDC hydrochloride), C=1C=CC2=C(C1)N=NN2O (HOBt), Cl.Cl.NC1CCN(CC1)CC1=CC(=C(C=C1)Cl)Cl (4-amino-1-(3,4-dichlorobenzyl)piperidine dihydrochloride). Solvent: CN(C)C=O (DMF), C(C)N(CC)CC (triethylamine). Conditions: time 12 hour. Product: C(C)(=O)C1=CC=C(C=C1)OCCC(=O)NC1CCN(CC1)CC1=CC(=C(C=C1)Cl)Cl (3-(4-acetylphenyloxy)-N-[1-(3,4-dichlorobenzyl)piperidin-4-yl]propionamide). The yield is 60.2%. As a reaction SMILES: [C:1]([C:4]1[CH:9]=[CH:8][C:7]([O:10][CH2:11][CH2:12][C:13]([OH:15])=O)=[CH:6][CH:5]=1)(=[O:3])[CH3:2].Cl.Cl.[NH2:18][CH:19]1[CH2:24][CH2:23][N:22]([CH2:25][C:26]2[CH:31]=[CH:30][C:29]([Cl:32])=[C:28]([Cl:33])[CH:27]=2)[CH2:21][CH2:20]1.CCN=C=NCCCN(C)C.Cl.C1C=CC2N(O)N=NC=2C=1>CN(C=O)C.C(N(CC)CC)C>[C:1]([C:4]1[CH:5]=[CH:6][C:7]([O:10][CH2:11][CH2:12][C:13]([NH:18][CH:19]2[CH2:24][CH2:23][N:22]([CH2:25][C:26]3[CH:31]=[CH:30][C:29]([Cl:32])=[C:28]([Cl:33])[CH:27]=3)[CH2:21][CH2:20]2)=[O:15])=[CH:8][CH:9]=1)(=[O:3])[CH3:2] |f:1.2.3,4.5|. Procedure: 3-(4-Acetylphenyloxy)propionic acid (1.0 g) and 4-amino-1-(3,4-dichlorobenzyl)piperidine dihydrochloride (1.6 g) were suspended in DMF (50 mL), and triethylamine (1.3 mL), EDC hydrochloride (1.1 g) and HOBt (0.9 g) were added to the suspension. The suspension was stirred for 12 hrs. The reaction mixture was washed with water and then saturated brine and dried, and the solvent was evaporated under reduced pressure. Diisopropyl ether was added to the residue to crystallize to give the title compou... As a reaction SMILES: [O:1]([C:8]1[CH:12]=[CH:11][S:10][C:9]=1[CH:13]=O)[C:2]1[CH:7]=[CH:6][CH:5]=[CH:4][CH:3]=1.[F:15][C:16]([F:30])([F:29])[C:17]1[CH:18]=[C:19]([S:23]([CH2:26][C:27]#[N:28])(=[O:25])=[O:24])[CH:20]=[CH:21][CH:22]=1>>[O:1]([C:8]1[CH:12]=[CH:11][S:10][C:9]=1/[CH:13]=[C:26](/[S:23]([C:19]1[CH:20]=[CH:21][CH:22]=[C:17]([C:16]([F:30])([F:15])[F:29])[CH:18]=1)(=[O:25])=[O:24])\[C:27]#[N:28])[C:2]1[CH:7]=[CH:6][CH:5]=[CH:4][CH:3]=1. The product is O(C1=CC=CC=C1)C1=C(SC=C1)/C=C(\C#N)/S(=O)(=O)C1=CC(=CC=C1)C(F)(F)F ((E)-3-(3-phenoxythien-2-yl)-2-[3-(trifluoromethyl)phenylsulfonyl]acrylonitrile). Procedure: Reaction of 3-phenoxythiophen-2-carboxaldehyde and 3-trifluoromethylphenylsulfonylacetonitrile as in Example 1 gave (E)-3-(3-phenoxythien-2-yl)-2-[3-(trifluoromethyl)phenylsulfonyl]acrylonitrile Reactants: O(C1=CC=CC=C1)C1=C(SC=C1)C=O (3-phenoxythiophen-2-carboxaldehyde), FC(C=1C=C(C=CC1)S(=O)(=O)CC#N)(F)F (3-trifluoromethylphenylsulfonylacetonitrile). The reactants are Cc1cccc(Nc2cc(CCc3ccccc3)ccc2C(=O)OC(C)(C)C)c1, O=C(O)C(F)(F)F. Product: Cc1cccc(Nc2cc(CCc3ccccc3)ccc2C(=O)O)c1. As a reaction SMILES: [CH3:1][c:2]1[cH:3][c:4]([NH:5][c:6]2[c:7]([C:8](=[O:9])[O:10][C:11]([CH3:12])([CH3:13])[CH3:14])[cH:15][cH:16][c:17]([CH2:19][CH2:20][c:21]3[cH:22][cH:23][cH:24][cH:25][cH:26]3)[cH:18]2)[cH:27][cH:28][cH:29]1.[OH:30][C:31]([C:32]([F:33])([F:34])[F:35])=[O:36]>>[CH3:1][c:2]1[cH:3][c:4]([NH:5][c:6]2[c:7]([C:8](=[O:9])[OH:10])[cH:15][cH:16][c:17]([CH2:19][CH2:20][c:21]3[cH:22][cH:23][cH:24][cH:25][cH:26]3)[cH:18]2)[cH:27][cH:28][cH:29]1. Starting materials: BrC1=CC2=C(C=N1)C=C(N2C(=O)OC(C)(C)C)C=2C=NN(C2)C(=O)OC(C)(C)C (tert-Butyl 6-bromo-2-(1-(tert-butoxycarbonyl)-1H-pyrazol-4-yl)-1H-pyrrolo[3,2-c]pyridine-1-carboxylate), C(C)OC1=C(C=CC=C1)N (2-ethoxyphenylamine). Product: C(C)(C)(C)OC(=O)N1N=CC(=C1)C1=CC=2C=NC(=CC2N1C(=O)OC(C)(C)C)NC1=C(C=CC=C1)OCC (tert-Butyl 2-(1-(tert-butoxycarbonyl)-1H-pyrazol-4-yl)-6-(2-ethoxyphenylamino)-1H-pyrrolo[3,2-c]pyridine-1-carboxylate). Yield: 33.0%. As a reaction SMILES: Br[C:2]1[N:7]=[CH:6][C:5]2[CH:8]=[C:9]([C:18]3[CH:19]=[N:20][N:21]([C:23]([O:25][C:26]([CH3:29])([CH3:28])[CH3:27])=[O:24])[CH:22]=3)[N:10]([C:11]([O:13][C:14]([CH3:17])([CH3:16])[CH3:15])=[O:12])[C:4]=2[CH:3]=1.[CH2:30]([O:32][C:33]1[CH:38]=[CH:37][CH:36]=[CH:35][C:34]=1[NH2:39])[CH3:31]>>[C:26]([O:25][C:23]([N:21]1[CH:22]=[C:18]([C:9]2[N:10]([C:11]([O:13][C:14]([CH3:17])([CH3:16])[CH3:15])=[O:12])[C:4]3[CH:3]=[C:2]([NH:39][C:34]4[CH:35]=[CH:36][CH:37]=[CH:38][C:33]=4[O:32][CH2:30][CH3:31])[N:7]=[CH:6][C:5]=3[CH:8]=2)[CH:19]=[N:20]1)=[O:24])([CH3:27])([CH3:29])[CH3:28]. Reported procedure: The title compound was prepared in 33% yield from compound (10) and 2-ethoxyphenylamine using the method described for Preparation 35. 1H-NMR (CDCl3, 500 MHz): δ 1.48 (t, J=6.94 Hz, 3H), 1.54 (s, 9H), 1.69 (s, 9H), 4.14 (q, J=6.94 Hz, 2H), 6.59 (d, J=0.63 Hz, 1H), 6.91-6.98 (m, 3H), 7.11 (br s, 1H), 7.70 (m, 1H), 7.83 (d, J=0.63 Hz, 1H), 7.91 (br d, J=8.20 Hz, 1H), 8.33 (d, J=0.63 Hz, 1H), 8.49 (s, 1H).